Dataset: the Open Reaction Database (ORD), a public repository of structured organic reaction records. Task: describe an organic reaction: reactants, conditions, products, and yield The reactants are C(C)(C)(C)OC(C[C@H](C(=O)O)CCCC1CCCCC1)=O ((2R)-2-(2-tert-butoxy-2-oxoethyl)-5-cyclohexylpentanoic acid), O\N=C(\CCNS(=O)(=O)C)/N ((1Z)-N′-hydroxy-3-[(methylsulfonyl)amino]propanimidamide). Yields the product N\C(\CCNS(C)(=O)=O)=N/OC([C@@H](CC(=O)OC(C)(C)C)CCCC1CCCCC1)=O (tert-butyl(6Z,10R)-6-amino-10-(3-cyclohexylpropyl)-9-oxo-8-oxa-2-thia-3,7-diazadodec-6-en-12-oate 2,2-dioxide). Reaction SMILES: [C:1]([O:5][C:6](=[O:21])[CH2:7][C@@H:8]([CH2:12][CH2:13][CH2:14][CH:15]1[CH2:20][CH2:19][CH2:18][CH2:17][CH2:16]1)[C:9]([OH:11])=[O:10])([CH3:4])([CH3:3])[CH3:2].O/[N:23]=[C:24](\[NH2:32])/[CH2:25][CH2:26][NH:27][S:28]([CH3:31])(=[O:30])=[O:29]>>[NH2:32]/[C:24](=[N:23]\[O:10][C:9](=[O:11])[C@H:8]([CH2:12][CH2:13][CH2:14][CH:15]1[CH2:16][CH2:17][CH2:18][CH2:19][CH2:20]1)[CH2:7][C:6]([O:5][C:1]([CH3:4])([CH3:2])[CH3:3])=[O:21])/[CH2:25][CH2:26][NH:27][S:28](=[O:30])(=[O:29])[CH3:31]. Procedure: Method as for preparation 2 using (2R)-2-(2-tert-butoxy-2-oxoethyl)-5-cyclohexylpentanoic acid (preparation 168) (670 mg, 2.25 mmol) and (1Z)-N′-hydroxy-3-[(methylsulfonyl)amino]propanimidamide (preparation 30) (700 mg, 2.50 mmol) as starting materials to afford the title compound as a yellow oil.